The task is: describe an organic reaction: reactants, conditions, products, and yield. This data is from the Open Reaction Database (ORD), a public repository of structured organic reaction records. RXN SMILES: [F:1][c:2]1[cH:3][cH:4][c:5]2[c:10]([c:11]1[F:12])[C:9]1([C:8]([OH:18])=[C:7]([C:19](=[O:20])[NH:21][CH2:22][C:23](=[O:24])[O:25][C:26]([CH3:27])([CH3:28])[CH3:29])[C:6]2=[O:30])[CH2:13][CH2:14][O:15][CH2:16][CH2:17]1.[F:31][C:32]([F:33])([F:34])[C:35]([OH:36])=[O:37].[OH2:38]>>[F:1][c:2]1[cH:3][cH:4][c:5]2[c:10]([c:11]1[F:12])[C:9]1([C:8]([OH:18])=[C:7]([C:19](=[O:20])[NH:21][CH2:22][C:23](=[O:24])[OH:25])[C:6]2=[O:30])[CH2:13][CH2:14][O:15][CH2:16][CH2:17]1. Product: O=C(O)CNC(=O)C1=C(O)C2(CCOCC2)c2c(ccc(F)c2F)C1=O. Starting materials: CC(C)(C)OC(=O)CNC(=O)C1=C(O)C2(CCOCC2)c2c(ccc(F)c2F)C1=O, O=C(O)C(F)(F)F, O. Starting materials: CC1(CCCC1)NC[C@H](O)C=1C=CC=2N(C1)N=NN2 ((R)-α-[[(1-methyl cyclopentyl)amino]methyl]tetrazolo[1,5-a]pyridine-6-methanol), Cl (HCl), Cl[Sn]Cl (SnCl2). Run in CO (methanol). Conditions: time 16 hour. Yields the product Cl.Cl.NC1=CC=C(C=N1)C(O)CNC1(CCCC1)C (6-Amino-α-[[(1 methylcyclopentyl)amino]methyl]-3-pyridinemethanol dihydrochloride). RXN SMILES: [CH3:1][C:2]1([NH:7][CH2:8][C@@H:9]([C:11]2[CH:12]=[CH:13][C:14]3[N:15](N=N[N:19]=3)[CH:16]=2)[OH:10])[CH2:6][CH2:5][CH2:4][CH2:3]1.[ClH:20].[Cl:21][Sn]Cl>CO>[ClH:21].[ClH:20].[NH2:19][C:14]1[N:15]=[CH:16][C:11]([CH:9]([CH2:8][NH:7][C:2]2([CH3:1])[CH2:6][CH2:5][CH2:4][CH2:3]2)[OH:10])=[CH:12][CH:13]=1 |f:4.5.6|. Procedure details: To a solution of 349 mg of (R)-α-[[(1-methyl cyclopentyl)amino]methyl]tetrazolo[1,5-a]pyridine-6-methanol and 0.11 ml of 12 N HCl in 28 ml of methanol, 609 mg of SnCl2 108 2H2O was added and the resulting mixture heated at reflux with stirring for 16 hours. The reaction mixture was concentrated to dryness and the residue partitioned between 25 ml of 80:20 methylene chloride:methanol and 5 ml of 2.5 N NaOH solution. The layers were vigorously stirred and then separated. The aqueous layer was repe... Starting materials: C(CCCCC)OC=1C(OC2=C(C1O)C(=CC=C2)O)=O (3-hexyloxy-4,5-dihydroxy-2H-1-benzopyran-2-one), C(C)(=O)OCCCBr (3-bromopropyl acetate). Product: C(CCCCC)OC=1C(OC2=C(C1O)C(=CC=C2)OCCCOC(C)=O)=O (3-hexyloxy-4-hydroxy-5-(3-acetoxypropoxy)-2H-1-benzopyran-2-one). As a reaction SMILES: [CH2:1]([O:7][C:8]1[C:9](=[O:20])[O:10][C:11]2[CH:18]=[CH:17][CH:16]=[C:15]([OH:19])[C:12]=2[C:13]=1[OH:14])[CH2:2][CH2:3][CH2:4][CH2:5][CH3:6].[C:21]([O:24][CH2:25][CH2:26][CH2:27]Br)(=[O:23])[CH3:22]>>[CH2:1]([O:7][C:8]1[C:9](=[O:20])[O:10][C:11]2[CH:18]=[CH:17][CH:16]=[C:15]([O:19][CH2:27][CH2:26][CH2:25][O:24][C:21](=[O:23])[CH3:22])[C:12]=2[C:13]=1[OH:14])[CH2:2][CH2:3][CH2:4][CH2:5][CH3:6]. Procedure: In the same manner as in Reference Example 1, except that an equimolar amount of 3-hexyloxy-4,5-dihydroxy-2H-1-benzopyran-2-one was used in place of 3-ethoxy-4,5-dihydroxy-2H-1-benzopyran-2-one, and 3-bromopropyl acetate was used in place of 2-bromoethyl acetate in Reference Example 1, 3-hexyloxy-4-hydroxy-5-(3-acetoxypropoxy)-2H-1-benzopyran-2-one was obtained. Reactants: CC(=O)O, CC#N, Cc1ccc(OCC(O)CNc2cc[nH]c(=O)c2-c2nc3cc4c(cc3[nH]2)C(=O)N(C2CCNCC2)C4)c(C)c1, O=CC1CC1, O=C(O)C(F)(F)F, O. The product is Cc1ccc(OCC(O)CNc2cc[nH]c(=O)c2-c2nc3cc4c(cc3[nH]2)C(=O)N(C2CCN(CC3CC3)CC2)C4)c(C)c1. RXN SMILES: [C:56]([OH:57])(=[O:58])[CH3:59].[CH3:53][C:54]#[N:55].[CH3:8][c:9]1[c:10]([O:11][CH2:12][CH:13]([CH2:14][NH:15][c:16]2[c:17](-[c:23]3[n:24][c:25]4[cH:26][c:27]5[c:31]([cH:32][c:33]4[nH:34]3)[C:30](=[O:35])[N:29]([CH:36]3[CH2:37][CH2:38][NH:39][CH2:40][CH2:41]3)[CH2:28]5)[c:18](=[O:22])[nH:19][cH:20][cH:21]2)[OH:42])[cH:43][cH:44][c:45]([CH3:47])[cH:46]1.[CH:48]1([CH:51]=[O:52])[CH2:49][CH2:50]1.[F:1][C:2]([F:3])([F:4])[C:5]([OH:6])=[O:7].[OH2:60]>>[CH3:8][c:9]1[c:10]([O:11][CH2:12][CH:13]([CH2:14][NH:15][c:16]2[c:17](-[c:23]3[n:24][c:25]4[cH:26][c:27]5[c:31]([cH:32][c:33]4[nH:34]3)[C:30](=[O:35])[N:29]([CH:36]3[CH2:37][CH2:38][N:39]([CH2:51][CH:48]4[CH2:49][CH2:50]4)[CH2:40][CH2:41]3)[CH2:28]5)[c:18](=[O:22])[nH:19][cH:20][cH:21]2)[OH:42])[cH:43][cH:44][c:45]([CH3:47])[cH:46]1. Reactants: NC(CC(=O)O)c1ccc(OCc2ccccc2)cc1, COc1ccc(C(N)CC(=O)O)cc1OC. Yields the product COC(=O)CC(N)c1ccc(OCc2ccccc2)cc1. As a reaction SMILES: [NH2:17][CH:18]([CH2:19][C:20](=[O:21])[OH:22])[c:23]1[cH:24][cH:25][c:26]([O:29][CH2:30][c:31]2[cH:32][cH:33][cH:34][cH:35][cH:36]2)[cH:27][cH:28]1.[NH2:1][CH:2]([c:3]1[cH:4][cH:5][c:6]([O:7][CH3:8])[c:9]([O:10][CH3:11])[cH:12]1)[CH2:13][C:14]([OH:15])=[O:16]>>[CH3:2][O:22][C:20]([CH2:19][CH:18]([NH2:17])[c:23]1[cH:24][cH:25][c:26]([O:29][CH2:30][c:31]2[cH:32][cH:33][cH:34][cH:35][cH:36]2)[cH:27][cH:28]1)=[O:21].